From a dataset of the Open Reaction Database (ORD), a public repository of structured organic reaction records. describe an organic reaction: reactants, conditions, products, and yield Reactants: O=C1c2ccccc2C(=O)N1CCCCBr, O=C([O-])[O-], CC(C)(C)OC(=O)N1CCNCC1, CC(C)=O, [K+], [K+]. Yields the product CC(C)(C)OC(=O)N1CCN(CCCCN2C(=O)c3ccccc3C2=O)CC1. Reaction SMILES: [Br:1][CH2:2][CH2:3][CH2:4][CH2:5][N:6]1[C:7](=[O:16])[c:8]2[c:9]([cH:12][cH:13][cH:14][cH:15]2)[C:10]1=[O:11].[C:17](=[O:18])([O-:19])[O-:20].[C:23]([CH3:24])([CH3:25])([CH3:26])[O:27][C:28](=[O:29])[N:30]1[CH2:31][CH2:32][NH:33][CH2:34][CH2:35]1.[CH3:36][C:37](=[O:38])[CH3:39].[K+:21].[K+:22]>>[CH2:2]([CH2:3][CH2:4][CH2:5][N:6]1[C:7](=[O:16])[c:8]2[c:9]([cH:12][cH:13][cH:14][cH:15]2)[C:10]1=[O:11])[N:33]1[CH2:32][CH2:31][N:30]([C:28]([O:27][C:23]([CH3:24])([CH3:25])[CH3:26])=[O:29])[CH2:35][CH2:34]1. Starting materials: C(C1=CC=CC=C1)C1=CC=C(C=C1)N (4-benzylbenzenamine), II (iodine), O (water), OO (hydrogen peroxide). Run in CO (MeOH). Run at time 8 hour. Product: C(C1=CC=CC=C1)C1=CC(=C(C=C1)N)I (4-benzyl-2-iodobenzenamine). Reaction SMILES: [CH2:1]([C:8]1[CH:13]=[CH:12][C:11]([NH2:14])=[CH:10][CH:9]=1)[C:2]1[CH:7]=[CH:6][CH:5]=[CH:4][CH:3]=1.[I:15]I.OO.O>CO>[CH2:1]([C:8]1[CH:9]=[CH:10][C:11]([NH2:14])=[C:12]([I:15])[CH:13]=1)[C:2]1[CH:3]=[CH:4][CH:5]=[CH:6][CH:7]=1. Procedure: To a solution of 4-benzylbenzenamine (3.00 g, 16.4 mmol) in 16 mL MeOH was added iodine (2.49 g, 9.82 mmol) followed by hydrogen peroxide, 30% in water (1.67 mL, 16.4 mmol). The dark solution was allowed to stir overnight. The reaction was partitioned between water/brine and EtOAc. The organic layer was washed 1× brine, dried over MgSO4, filtered, and concentrated. The resulting oil was purified by ISCO (120 g, 0-10% EtOAc/hexanes) to give 4-benzyl-2-iodobenzenamine as a red oil which slowly sol... Starting materials: O=S(=O)(Nc1ccccc1)N(CCCl)CCCl, [H-], [Na+], CN(C)C=O. Yields the product O=S1(=O)N(CCCl)CCN1c1ccccc1. As a reaction SMILES: [Cl:1][CH2:2][CH2:3][N:4]([S:5](=[O:6])(=[O:7])[NH:8][c:9]1[cH:10][cH:11][cH:12][cH:13][cH:14]1)[CH2:15][CH2:16][Cl:17].[H-:19].[Na+:18].[O:20]=[CH:21][N:22]([CH3:23])[CH3:24]>>[Cl:1][CH2:2][CH2:3][N:4]1[S:5](=[O:6])(=[O:7])[N:8]([c:9]2[cH:10][cH:11][cH:12][cH:13][cH:14]2)[CH2:16][CH2:15]1. Starting materials: C1=C(C=CC=2C3=CC=CC=C3C3=CC=CC=C3C12)C1=CC=C(CP(OCC)(OCC)=O)C=C1 (Diethyl 4-(triphenylen-2-yl)benzylphosphonate), E1, C(C)N1C2=CC=CC=C2C=2C=C(C=CC12)C=O (N-ethylcarbazole-3-carboxaldehyde), CC(C)([O-])C.[K+] (potassium-tert-butoxide). The solvent is C1CCOC1 (THF), C1CCOC1 (THF). Run at temperature 0 celsius, time 15 minute. The product is C(C)N1C2=CC=CC=C2C=2C=C(C=CC12)\C=C\C1=CC=C(C=C1)C1=CC=2C3=CC=CC=C3C3=CC=CC=C3C2C=C1 ((E)-9-Ethyl-3-(4-(triphenylen-2-yl)styryl)-9H-carbazole). Yield: 78.0%. RXN SMILES: [CH:1]1[C:18]2[C:17]3[C:12](=[CH:13][CH:14]=[CH:15][CH:16]=3)[C:11]3[C:6](=[CH:7][CH:8]=[CH:9][CH:10]=3)[C:5]=2[CH:4]=[CH:3][C:2]=1[C:19]1[CH:33]=[CH:32][C:22]([CH2:23]P(=O)(OCC)OCC)=[CH:21][CH:20]=1.[CH2:34]([N:36]1[C:48]2[CH:47]=[CH:46][C:45]([CH:49]=O)=[CH:44][C:43]=2[C:42]2[C:37]1=[CH:38][CH:39]=[CH:40][CH:41]=2)[CH3:35].CC(C)([O-])C.[K+]>C1COCC1>[CH2:34]([N:36]1[C:48]2[CH:47]=[CH:46][C:45](/[CH:49]=[CH:23]/[C:22]3[CH:32]=[CH:33][C:19]([C:2]4[CH:3]=[CH:4][C:5]5[C:6]6[C:11](=[CH:10][CH:9]=[CH:8][CH:7]=6)[C:12]6[C:17](=[CH:16][CH:15]=[CH:14][CH:13]=6)[C:18]=5[CH:1]=4)=[CH:20][CH:21]=3)=[CH:44][C:43]=2[C:42]2[C:37]1=[CH:38][CH:39]=[CH:40][CH:41]=2)[CH3:35] |f:2.3|. Procedure details: Compound E (100 mg, 0.22 mmol) or E1 and N-ethylcarbazole-3-carboxaldehyde) (59 mg, 0.26 mmol) and dry THF (10 ml) were charged in two-necked bottle in an ice bath, potassium-tert-butoxide (49 mg, 0.44 mmol) in dry THF (10 ml) was added under nitrogen. The reaction mixture was stirred for 15 min at 0° C., followed by 1 h at room temperature. The solution mixture was extracted with ethyl acetate and washed with water. The combined organic layers were dried over MgSO4 and the solvent removed under... Starting materials: BrC1=CC(=C(C(=O)O)C=C1)F (4-bromo-2-fluorobenzoic acid), CSC=1C=C(N)C=CC1 (3-(methylthio)aniline). Product: CSC=1C=C(C=CC1)NC(C1=C(C=C(C=C1)Br)F)=O (N1-[3-(methylsulfanyl)phenyl]-4-bromo-2-fluorobenzamide). Reaction SMILES: [Br:1][C:2]1[CH:10]=[CH:9][C:5]([C:6]([OH:8])=O)=[C:4]([F:11])[CH:3]=1.[CH3:12][S:13][C:14]1[CH:15]=[C:16]([CH:18]=[CH:19][CH:20]=1)[NH2:17]>>[CH3:12][S:13][C:14]1[CH:15]=[C:16]([NH:17][C:6](=[O:8])[C:5]2[CH:9]=[CH:10][C:2]([Br:1])=[CH:3][C:4]=2[F:11])[CH:18]=[CH:19][CH:20]=1. Reported procedure: 460 mg of N1-[3-(methylsulfanyl)phenyl]-4-bromo-2-fluorobenzamide obtained in the same manner as in Production Example 32 from 4-bromo-2-fluorobenzoic acid and 3-(methylthio)aniline was stirred for 1.5 hours together with 1.23 g oxone in 15 mL tetrahydrofuran, 10 mL methanol and 10 mL water. The reaction solution was extracted with ethylacetate and purified by NH silica gel column to give 500 mg of the title compound. Reactants: C, CCO, [H][H], CC(C)c1nc(CN=[N+]=[N-])n(C)c1Cc1cc(Cl)cc(Cl)c1, [Pd]. Yields the product CC(C)c1nc(CN)n(C)c1Cc1cc(Cl)cc(Cl)c1. Reaction SMILES: [C:28].[CH3:25][CH2:26][OH:27].[H:23][H:24].[N:1](=[N+:2]=[N-:3])[CH2:4][c:5]1[n:6]([CH3:22])[c:7]([CH2:13][c:14]2[cH:15][c:16]([Cl:21])[cH:17][c:18]([Cl:20])[cH:19]2)[c:8]([CH:10]([CH3:11])[CH3:12])[n:9]1.[Pd:29]>>[NH2:1][CH2:4][c:5]1[n:6]([CH3:22])[c:7]([CH2:13][c:14]2[cH:15][c:16]([Cl:21])[cH:17][c:18]([Cl:20])[cH:19]2)[c:8]([CH:10]([CH3:11])[CH3:12])[n:9]1.